The task is: describe an organic reaction: reactants, conditions, products, and yield. This data is from the Open Reaction Database (ORD), a public repository of structured organic reaction records. Reactants: C(C)OC(=O)C=1NC2=CC=C(C=C2C1)Br (5-bromo-1H-indole-2-carboxylic acid ethyl ester), BrCC1=CC=CC2=CC=CC=C12 (1-bromomethyl-naphthalene). Product: BrC=1C=C2C=C(N(C2=CC1)CC1=CC=CC2=CC=CC=C12)C(=O)O (5-Bromo-1-naphthalen-1-ylmethyl-1H-indole-2-carboxylic acid). As a reaction SMILES: C([O:3][C:4]([C:6]1[NH:7][C:8]2[C:13]([CH:14]=1)=[CH:12][C:11]([Br:15])=[CH:10][CH:9]=2)=[O:5])C.Br[CH2:17][C:18]1[C:27]2[C:22](=[CH:23][CH:24]=[CH:25][CH:26]=2)[CH:21]=[CH:20][CH:19]=1>>[Br:15][C:11]1[CH:12]=[C:13]2[C:8](=[CH:9][CH:10]=1)[N:7]([CH2:17][C:18]1[C:27]3[C:22](=[CH:23][CH:24]=[CH:25][CH:26]=3)[CH:21]=[CH:20][CH:19]=1)[C:6]([C:4]([OH:3])=[O:5])=[CH:14]2. Procedure details: Using general procedure B, 5-bromo-1H-indole-2-carboxylic acid ethyl ester was coupled with 1-bromomethyl-naphthalene and the product obtained was hydrolyzed to give the title compound as a white solid. MS: 380.1 ([M−H]−). Reactants: ClC=1C=CC2=C(CSC(=N2)SC)C1 (6-chloro-2-methylthio-4H-3,1-benzothiazine), ClC=1C=C(N)C=CC1 (3-chloroaniline). The solvent is C(CCC)O (n-butanol). The product is ClC=1C=CC2=C(CSC(=N2)NC2=CC(=CC=C2)Cl)C1 (6-Chloro-2-(3-chloroanilino)-4H-3,1-benzothiazine). The yield is 51.7%. RXN SMILES: [Cl:1][C:2]1[CH:3]=[CH:4][C:5]2[N:10]=[C:9](SC)[S:8][CH2:7][C:6]=2[CH:13]=1.[Cl:14][C:15]1[CH:16]=[C:17]([CH:19]=[CH:20][CH:21]=1)[NH2:18]>C(O)CCC>[Cl:1][C:2]1[CH:3]=[CH:4][C:5]2[N:10]=[C:9]([NH:18][C:17]3[CH:19]=[CH:20][CH:21]=[C:15]([Cl:14])[CH:16]=3)[S:8][CH2:7][C:6]=2[CH:13]=1. Reported procedure: A mixture of 6-chloro-2-methylthio-4H-3,1-benzothiazine (69 g, 0.30 mole) and 3-chloroaniline (38.2 g, 0.30 mole) in n-butanol (250 ml) was refluxed overnight. After cooling in ice, the solid was collected by filtration and recrystallized from ethanol-water mixture to give 48 g (52%) of title product, m.p. 174°-175°. Starting materials: COc1ccc(F)cc1CCC1CCC(CBr)O1, CCNCC, CS(C)=O, [I-], [Na+], [Na+], O=C([O-])O. The product is CCN(CC)CC1CCC(CCc2cc(F)ccc2OC)O1. RXN SMILES: [Br:1][CH2:2][CH:3]1[O:4][CH:5]([CH2:8][CH2:9][c:10]2[c:11]([O:17][CH3:18])[cH:12][cH:13][c:14]([F:16])[cH:15]2)[CH2:6][CH2:7]1.[CH2:21]([CH3:22])[NH:23][CH2:24][CH3:25].[CH3:31][S:32]([CH3:33])=[O:34].[I-:19].[Na+:20].[Na+:30].[O-:26][C:27]([OH:28])=[O:29]>>[CH2:2]([CH:3]1[O:4][CH:5]([CH2:8][CH2:9][c:10]2[c:11]([O:17][CH3:18])[cH:12][cH:13][c:14]([F:16])[cH:15]2)[CH2:6][CH2:7]1)[N:23]([CH2:21][CH3:22])[CH2:24][CH3:25]. Starting materials: FC1=CC=C(C=C1)/C(=C\C)/C=1C=NC(=NC1)N1CCNCC1 ((E)-5-(1-(4-fluorophenyl)prop-1-enyl)-2-(piperazin-1-yl)pyrimidine), [H][H] (hydrogen). Reagents/catalysts: [Pd] (Pd/C). The solvent is CO (methanol). Conditions: time 1 hour. The product is FC1=CC=C(C=C1)C(CC)C=1C=NC(=NC1)N1CCNCC1 (5-(1-(4-fluorophenyl)propyl)-2-(piperazin-1-yl)pyrimidine). Yield: 52.6%. Reaction SMILES: [F:1][C:2]1[CH:7]=[CH:6][C:5](/[C:8](/[C:11]2[CH:12]=[N:13][C:14]([N:17]3[CH2:22][CH2:21][NH:20][CH2:19][CH2:18]3)=[N:15][CH:16]=2)=[CH:9]\[CH3:10])=[CH:4][CH:3]=1.[H][H]>CO.[Pd]>[F:1][C:2]1[CH:7]=[CH:6][C:5]([CH:8]([C:11]2[CH:12]=[N:13][C:14]([N:17]3[CH2:22][CH2:21][NH:20][CH2:19][CH2:18]3)=[N:15][CH:16]=2)[CH2:9][CH3:10])=[CH:4][CH:3]=1. Procedure: To a solution of (E)-5-(1-(4-fluorophenyl)prop-1-enyl)-2-(piperazin-1-yl)pyrimidine (170 mg, 0.57 mmol) in methanol (10 mL) was added Pd/C (30 mg). The mixture was exposed to 1 atm hydrogen (balloon) and stirred at RT for 1 h. The mixture was filtrated, and the filtrate was concentrated to an oil, which was purified by combiflash with dichloromethane:methanol=50:1 to give the title compound (racemate, 90 mg, 53%) as a yellow oil. Reactants: C(C)OC(=O)C=1NC=C(C1)F (4-Fluoro-1H-pyrrole-2-carboxylic acid ethyl ester), BrCC(=O)C1=CC=C(C=C1)C1CCN(CC1)C(C(F)(F)F)=O (1-{4-[4-(2-bromo-acetyl)-phenyl]-piperidin-1-yl}-2,2,2-trifluoro-ethanone), C([O-])([O-])=O.[K+].[K+] (potassium carbonate). Run in CC(=O)C (acetone), CC(=O)C (acetone). Product: C(C)OC(=O)C=1N(C=C(C1)F)CC(C1=CC=C(C=C1)C1CCN(CC1)C(C(F)(F)F)=O)=O (4-fluoro-1-(2-oxo-2-{4-[1-(2,2,2-trifluoro-acetyl)-piperidin-4-yl]-phenyl}-ethyl)-1H-pyrrole-2-carboxylic acid ethyl ester). RXN SMILES: [CH2:1]([O:3][C:4]([C:6]1[NH:7][CH:8]=[C:9]([F:11])[CH:10]=1)=[O:5])[CH3:2].Br[CH2:13][C:14]([C:16]1[CH:21]=[CH:20][C:19]([CH:22]2[CH2:27][CH2:26][N:25]([C:28](=[O:33])[C:29]([F:32])([F:31])[F:30])[CH2:24][CH2:23]2)=[CH:18][CH:17]=1)=[O:15].C(=O)([O-])[O-].[K+].[K+]>CC(C)=O>[CH2:1]([O:3][C:4]([C:6]1[N:7]([CH2:13][C:14](=[O:15])[C:16]2[CH:21]=[CH:20][C:19]([CH:22]3[CH2:27][CH2:26][N:25]([C:28](=[O:33])[C:29]([F:32])([F:30])[F:31])[CH2:24][CH2:23]3)=[CH:18][CH:17]=2)[CH:8]=[C:9]([F:11])[CH:10]=1)=[O:5])[CH3:2] |f:2.3.4|. Reported procedure: 4-Fluoro-1H-pyrrole-2-carboxylic acid ethyl ester (1.07 g; 6.83 mmol) and 1-{4-[4-(2-bromo-acetyl)-phenyl]-piperidin-1-yl}-2,2,2-trifluoro-ethanone (2.00 g; 5.26 mmol) are dissolved in acetone (20 ml). To this clear brown solution potassium carbonate (1.45 g; 10.51 mmol) is added and the reaction mixture is stirred at ambient temperature over night. The reaction mixture is diluted with acetone, filtered off by suction and washed with acetone. The filtrate is evaporated to dryness. The crude prod... Starting materials: C(C)OC(CC=1OC(=NN1)C1=CC=C(C=C1)C(CC(=O)C1=CC(=NC=C1)C)C1=C(C=CC=C1)C)=O ((5-{4-[(−)-3-(2-methyl-pyridin-4-yl)-3-oxo-1-o-tolyl-propyl]-phenyl}-[1,3,4]oxadiazol-2-yl)-acetic acid ethyl ester), Cl (hydrochloric acid), C(O)([O-])=O.[Na+] (sodium hydrogencarbonate). Run in C(C)O (ethanol), O (water). Run at time 4 hour. The product is CC1=NC=CC(=C1)C(CC(C1=C(C=CC=C1)C)C1=CC=C(C=C1)C1=NN=C(O1)CC(=O)O)=O ((5-{4-[(−)-3-(2-Methyl-pyridin-4-yl)-3-oxo-1-o-tolyl-propyl]-phenyl}-[1,3,4]oxadiazol-2-yl)-acetic acid). Reaction SMILES: C([O:3][C:4](=[O:35])[CH2:5][C:6]1[O:7][C:8]([C:11]2[CH:16]=[CH:15][C:14]([CH:17]([C:28]3[CH:33]=[CH:32][CH:31]=[CH:30][C:29]=3[CH3:34])[CH2:18][C:19]([C:21]3[CH:26]=[CH:25][N:24]=[C:23]([CH3:27])[CH:22]=3)=[O:20])=[CH:13][CH:12]=2)=[N:9][N:10]=1)C.C(=O)([O-])O.[Na+].Cl>C(O)C.O>[CH3:27][C:23]1[CH:22]=[C:21]([C:19](=[O:20])[CH2:18][CH:17]([C:14]2[CH:15]=[CH:16][C:11]([C:8]3[O:7][C:6]([CH2:5][C:4]([OH:35])=[O:3])=[N:10][N:9]=3)=[CH:12][CH:13]=2)[C:28]2[CH:33]=[CH:32][CH:31]=[CH:30][C:29]=2[CH3:34])[CH:26]=[CH:25][N:24]=1 |f:1.2|. Procedure: To a solution of (5-{4-[(−)-3-(2-methyl-pyridin-4-yl)-3-oxo-1-o-tolyl-propyl]-phenyl}-[1,3,4]oxadiazol-2-yl)-acetic acid ethyl ester (146 mg) in a mixture of ethanol (5 mL) and water (1.25 mL) was added sodium hydrogencarbonate (104 mg) and the reaction mixture stirred at room temperature for 4 h. The solution was adjusted to approximately pH 3 by using 1 M aqueous hydrochloric acid and then extracted over a sat. solution of brine (50 mL) with ethyl acetate (3×50 mL). The combined organic phases...